Dataset: the Open Reaction Database (ORD), a public repository of structured organic reaction records. Task: describe an organic reaction: reactants, conditions, products, and yield Starting materials: OC=1C(C2=C(C3=NC4=CC=CC=C4S(C13)(=O)=O)C=CC=C2)=O (6-hydroxy-5H-benzo[a]phenothiazine-5-one-7,7-dioxide), S(=O)([O-])S(=O)[O-].[Na+].[Na+] (sodium dithionite). The solvent is O (water), C(C)(=O)OCC (ethyl acetate). Run at time 2 hour. Yields the product OC1=C2C(=C3NC4=CC=CC=C4S(C3=C1O)(=O)=O)C=CC=C2 (5,6-Dihydroxy-12H-benzo[a]phenothiazine-7,7-dioxide). Isolated yield 79.9%. RXN SMILES: [OH:1][C:2]1[C:3](=[O:22])[C:4]2[CH:21]=[CH:20][CH:19]=[CH:18][C:5]=2[C:6]2[C:15]=1[S:14](=[O:17])(=[O:16])[C:13]1[C:8](=[CH:9][CH:10]=[CH:11][CH:12]=1)[N:7]=2.S(S([O-])=O)([O-])=O.[Na+].[Na+]>O.C(OCC)(=O)C>[OH:22][C:3]1[C:2]([OH:1])=[C:15]2[C:6]([NH:7][C:8]3[C:13]([S:14]2(=[O:17])=[O:16])=[CH:12][CH:11]=[CH:10][CH:9]=3)=[C:5]2[CH:18]=[CH:19][CH:20]=[CH:21][C:4]=12 |f:1.2.3|. Procedure details: To a suspension of 6-hydroxy-5H-benzo[a]phenothiazine-5-one-7,7-dioxide (430 mg) in water (10 cc) and ethyl acetate (10 ml) there was added sodium dithionite (1 g). The suspension was stirred vigorously at room temperature for 2 hours, then the insolubles were filtered and washed with water and ethyl acetate. There was obtained 346 mg of the title compound, m.p. 330° C. The reactants are BrC1(N(C=C(C1)C#N)C)C1=CC=C(CN2C(=NC=3C2=NC=CC3C)SCC)C=C1 (3-[4-(2-bromo-4-cyano-1-methyl-2-pyrrolyl)benzyl]-2-ethylthio-7-methyl-3H-imidazo[4,5-b]pyridine), C[Sn](C)(C)N=[N+]=[N-] (trimethyltin azide). Solvent: C=1(C(=CC=CC1)C)C (xylene). Reaction conditions: time 36 hour. The product is BrC1(N(C=C(C1)C1=NN=NN1)C)C1=CC=C(CN2C(=NC=3C2=NC=CC3C)SCC)C=C1 (4-[2-bromo-1-methyl-4-(1H-tetrazol-5yl)-2-pyrrolyl]benzyl-2-ethylthio-7-methyl-3H-imidazo[4,5-b]pyridine). The yield is 48.7%. RXN SMILES: [Br:1][C:2]1([C:10]2[CH:29]=[CH:28][C:13]([CH2:14][N:15]3[C:19]4=[N:20][CH:21]=[CH:22][C:23]([CH3:24])=[C:18]4[N:17]=[C:16]3[S:25][CH2:26][CH3:27])=[CH:12][CH:11]=2)[CH2:6][C:5]([C:7]#[N:8])=[CH:4][N:3]1[CH3:9].C[Sn]([N:34]=[N+:35]=[N-:36])(C)C>C1(C)C(C)=CC=CC=1>[Br:1][C:2]1([C:10]2[CH:29]=[CH:28][C:13]([CH2:14][N:15]3[C:19]4=[N:20][CH:21]=[CH:22][C:23]([CH3:24])=[C:18]4[N:17]=[C:16]3[S:25][CH2:26][CH3:27])=[CH:12][CH:11]=2)[CH2:6][C:5]([C:7]2[NH:36][N:35]=[N:34][N:8]=2)=[CH:4][N:3]1[CH3:9]. Reported procedure: To a stirred solution of 3-[4-(2-bromo-4-cyano-1-methyl-2-pyrrolyl)benzyl]-2-ethylthio-7-methyl-3H-imidazo[4,5-b]pyridine (1.30 g) in xylene (15 ml) was added trimethyltin azide (1.72 g) at 125° C., stirred at the same temperature for 36 hours under nitrogen atmosphere, and the mixture was evaporated in vacuo. The residue was diluted with methanol and conc. hydrochloric acid (1 ml) was added therein. The mixture was stirred for 1 hour at ambient temperature. The mixture was concentrated in vacuo... The reactants are ClC=1C(=CC2=C(SCC2O)C1Cl)OC (6,7-dichloro-2,3-dihydro-3-hydroxy-5-methoxybenzo[b]thiophene), B(F)(F)F.CCOCC (boron trifluoride etherate), [OH-].[Na+] (sodium hydroxide). Solvent: C(C)(=O)O (acetic acid). Yields the product ClC=1C(=CC2=C(SC=C2)C1Cl)OC (6,7-dichloro-5-methoxybenzo[b]thiophene). Isolated yield 100.0%. As a reaction SMILES: [Cl:1][C:2]1[C:3]([O:13][CH3:14])=[CH:4][C:5]2[CH:9](O)[CH2:8][S:7][C:6]=2[C:11]=1[Cl:12].B(F)(F)F.CCOCC.[OH-].[Na+]>C(O)(=O)C>[Cl:1][C:2]1[C:3]([O:13][CH3:14])=[CH:4][C:5]2[CH:9]=[CH:8][S:7][C:6]=2[C:11]=1[Cl:12] |f:1.2,3.4|. Reported procedure: A mixture of 0.7 g of 6,7-dichloro-2,3-dihydro-3-hydroxy-5-methoxybenzo[b]thiophene, 1 ml of boron trifluoride etherate and 4 ml of glacial acetic acid is heated at 100° for 5 min. Ice is added and the mixture is basified with dilute sodium hydroxide solution. The off-white solid is collected or a filter, air-dried and recrystallized from ether-hexane to give 0.65 g of 6,7-dichloro-5-methoxybenzo[b]thiophene as prisms, mp 103°-104.5°. Reactants: CCCCN1CCC(C(=O)OCC)(S(=O)(=O)c2ccc(Oc3ccc(Cl)cc3)cc2)CC1, C1CCOC1, CO, [Na+], [OH-]. The product is CCCCN1CCC(C(=O)O)(S(=O)(=O)c2ccc(Oc3ccc(Cl)cc3)cc2)CC1. Reaction SMILES: [CH2:1]([CH3:2])[O:3][C:4](=[O:5])[C:6]1([S:16](=[O:17])(=[O:18])[c:19]2[cH:20][cH:21][c:22]([O:25][c:26]3[cH:27][cH:28][c:29]([Cl:32])[cH:30][cH:31]3)[cH:23][cH:24]2)[CH2:7][CH2:8][N:9]([CH2:12][CH2:13][CH2:14][CH3:15])[CH2:10][CH2:11]1.[CH2:33]1[O:34][CH2:35][CH2:36][CH2:37]1.[CH3:38][OH:39].[Na+:41].[OH-:40]>>[O:3]=[C:4]([OH:5])[C:6]1([S:16](=[O:17])(=[O:18])[c:19]2[cH:20][cH:21][c:22]([O:25][c:26]3[cH:27][cH:28][c:29]([Cl:32])[cH:30][cH:31]3)[cH:23][cH:24]2)[CH2:7][CH2:8][N:9]([CH2:12][CH2:13][CH2:14][CH3:15])[CH2:10][CH2:11]1. The reactants are NC=1C=C(OC2=C3C(=NC=C2)NC(N3)=O)C=CC1 (7-(3-aminophenoxy)-1H-imidazo[4,5-b]pyridin-2(3H)-one), FC1=C(C(=O)Cl)C=C(C=C1)OC(F)(F)F (2-fluoro-5-trifluoromethoxy-benzoyl chloride). Product: O=C1NC=2C(=NC=CC2OC=2C=C(C=CC2)NC(C2=C(C=CC(=C2)OC(F)(F)F)F)=O)N1 (N-(3-(2-oxo-2,3-dihydro-1H-imidazo[4,5-b]pyridin-7-yloxy)phenyl)-2-fluoro-5-trifluoromethoxy-benzamide). Isolated yield 11.7%. Reaction SMILES: [NH2:1][C:2]1[CH:3]=[C:4]([CH:16]=[CH:17][CH:18]=1)[O:5][C:6]1[CH:11]=[CH:10][N:9]=[C:8]2[NH:12][C:13](=[O:15])[NH:14][C:7]=12.[F:19][C:20]1[CH:28]=[CH:27][C:26]([O:29][C:30]([F:33])([F:32])[F:31])=[CH:25][C:21]=1[C:22](Cl)=[O:23]>>[O:15]=[C:13]1[NH:12][C:8]2=[N:9][CH:10]=[CH:11][C:6]([O:5][C:4]3[CH:3]=[C:2]([NH:1][C:22](=[O:23])[C:21]4[CH:25]=[C:26]([O:29][C:30]([F:31])([F:32])[F:33])[CH:27]=[CH:28][C:20]=4[F:19])[CH:18]=[CH:17][CH:16]=3)=[C:7]2[NH:14]1. Procedure: Method H was used with 7-(3-aminophenoxy)-1H-imidazo[4,5-b]pyridin-2(3H)-one and 2-fluoro-5-trifluoromethoxy-benzoyl chloride to afford the title compound (11 mg, 11.7%). 1H-NMR (δ, ppm, DMSO-d6): 6.50 (d, 1H, HPy,5, J=5.9 Hz), 6.91-6.94 (m, 1H, Harom), 7.41-7.44 (m, 2H, Harom), 7.50-7.53 (m, 2H, Harom), 7.67-7.69 (m, 1H, Harom), 7.81 (d, 1H, HPy,6, J=5.9 Hz), 10.65 (s, 1H, NHamide), 11.18 (s, 1H, NHPy7), 11.39 (s, 1H, NHPy9). LC-MS, tR=4.65 minutes, m/z: 449.08 (M+H)+, calculated for C20H13N4O4... The reactants are BrC=1SC(=CC1CCC=1OCC(N1)(C)C)[Sn](C)(C)C (2-(2-(2-bromo-5-(trimethylstannyl)thiophen-3-yl)ethyl)-4,5-dihydro-4,4-dimethyloxazol), C1(=CC=CC=C1)P(C1=CC=CC=C1)C1=CC=CC=C1 (triphenylphosphine). The reagents and catalysts are [Cu]=O (copper (II) oxide), C=1C=CC(=CC1)/C=C/C(=O)/C=C/C2=CC=CC=C2.C=1C=CC(=CC1)/C=C/C(=O)/C=C/C2=CC=CC=C2.[Pd] (bis(dibenzylidene acetone)palladium(0)). Run in CN(C)C=O (DMF). Conditions: temperature 100 celsius, time 18 hour. Yields the product CC1(N=C(OC1)CCC1=CSC=C1)C (3-(2-(4,5-dihydro-4,4 dimethyl-2-oxazolyl)ethyl)thiophene). As a reaction SMILES: Br[C:2]1[S:3][C:4]([Sn](C)(C)C)=[CH:5][C:6]=1[CH2:7][CH2:8][C:9]1[O:10][CH2:11][C:12]([CH3:15])([CH3:14])[N:13]=1.C1(P(C2C=CC=CC=2)C2C=CC=CC=2)C=CC=CC=1>[Cu]=O.C1C=CC(/C=C/C(/C=C/C2C=CC=CC=2)=O)=CC=1.C1C=CC(/C=C/C(/C=C/C2C=CC=CC=2)=O)=CC=1.[Pd].CN(C=O)C>[CH3:14][C:12]1([CH3:15])[CH2:11][O:10][C:9]([CH2:8][CH2:7][C:6]2[CH:5]=[CH:4][S:3][CH:2]=2)=[N:13]1 |f:3.4.5|. Reported procedure: 2-(2-(2-bromo-5-(trimethylstannyl)thiophen-3-yl)ethyl)-4,5-dihydro-4,4-dimethyloxazol (7.0 g, 15.5 mmol) was weighed in 100 mL Schlenk flask followed by the addition of 30 mL dry DMF then purged with nitrogen for 15 min. To this mixture, copper (II) oxide (1.24 g, 15.5 mmol, 1 eq.), triphenylphosphine (814 mg, 0.031 mmol, 0.20 eq.) and bis(dibenzylidene acetone)palladium(0) (446 mg, 0.776 mmol, 0.05 eq) was added all at once. The greenish-brown suspension solution was purged with nitrogen for 15... Isolated yield 65.7%. Product: FC=1C=C(C=CC1)CCNC=1SC(C(N1)=O)=CC1=NC2=C(C=CN=C2C=C1)OC(C)C (2-[2-(3-fluoro-phenyl)-ethylamino]-5-(8-isopropoxy-[1,5]naphthyridin-2-ylmethylene)-thiazol-4-one). Starting materials: FC=1C=C(C=CC1)CCNC=1SC(C(N1)=O)=CC=1N=C2C(=C(C=NC2=CC1)C#N)OC(C)C (6-{2-[2-(3-fluoro-phenyl)-ethylamino]-4-oxo-4H-thiazol-5-ylidenemethyl}-4-isopropoxy-[1,5]naphthyridine-3-carbonitrile), C(=O)(C)O[Na] (AcONa), C(C)(C)OC=1C=CN=C2C=CC(=NC12)C=C1C(N=C(S1)NC1C(C1)C1=CC=CC=C1)=O (5-(8-isopropoxy-[1,5]naphthyridin-2-ylmethylene)-2-(2-phenyl-cyclopropylamino)-thiazol-4-one). Procedure details: To a mixture of 2-[2-(3-fluoro-phenyl)-ethylamino]-thiazol-4-one (38.1 mg, 0.16 mmol) (see Example 7), AcONa (160 mg, 1.95 mmol), and 8-isopropoxy-[1,5]naphthyridine-2-carbaldehyde (38.9 mg, 0.18 mmol) (see Example 20) in a sealed tube was added AcOH (0.3 mL). The reaction mixture was heated to 100° C. (oil bath) for 4 hrs. The reaction mixture was then cooled to r.t. and triturated with water. The solid was collected by filtration and washed with water, acetone and ether to give 2-[2-(3-fluoro-... Reaction SMILES: [F:1][C:2]1[CH:3]=[C:4]([CH2:8][CH2:9][NH:10][C:11]2[S:12][C:13](=[CH:17][C:18]3[N:19]=[C:20]4[C:25](=[CH:26][CH:27]=3)[N:24]=[CH:23][C:22](C#N)=[C:21]4[O:30][CH:31]([CH3:33])[CH3:32])[C:14](=[O:16])[N:15]=2)[CH:5]=[CH:6][CH:7]=1.C(O[Na])(C)=O.C(OC1C=CN=C2C=1N=C(C=C1SC(NC3CC3C3C=CC=CC=3)=NC1=O)C=C2)(C)C>CC(O)=O>[F:1][C:2]1[CH:3]=[C:4]([CH2:8][CH2:9][NH:10][C:11]2[S:12][C:13](=[CH:17][C:18]3[CH:27]=[CH:26][C:25]4[C:20](=[C:21]([O:30][CH:31]([CH3:33])[CH3:32])[CH:22]=[CH:23][N:24]=4)[N:19]=3)[C:14](=[O:16])[N:15]=2)[CH:5]=[CH:6][CH:7]=1. Reaction conditions: temperature 100 celsius. Solvent: CC(=O)O (AcOH).